Dataset: the Open Reaction Database (ORD), a public repository of structured organic reaction records. Task: describe an organic reaction: reactants, conditions, products, and yield Reactants: FC(C1CCNCC1)(F)F (4-Trifluoromethylpiperidine), C(C#C)Br (propargyl bromide), C([O-])([O-])=O.[K+].[K+] (Potassium carbonate). Run in C(C)O (ethanol). Reaction conditions: time 20 hour. Product: C(C#C)N1CCC(CC1)C(F)(F)F (1-propargyl-4-trifluoromethylpiperidine). Isolated yield 32.0%. Reaction SMILES: [F:1][C:2]([F:10])([F:9])[CH:3]1[CH2:8][CH2:7][NH:6][CH2:5][CH2:4]1.[CH2:11](Br)[C:12]#[CH:13].C(=O)([O-])[O-].[K+].[K+]>C(O)C>[CH2:13]([N:6]1[CH2:7][CH2:8][CH:3]([C:2]([F:10])([F:9])[F:1])[CH2:4][CH2:5]1)[C:12]#[CH:11] |f:2.3.4|. Reported procedure: 4-Trifluoromethylpiperidine (2.0 g, 13 mmol) was added to a solution of propargyl bromide (80 wt. % 5.4 g, 36 mmol) in ethanol (30 ml). Potassium carbonate (5.4 g, 39 mmol) was added and the mixture was stirred at room temperature for 20 hours. The mixture was filtered and the solids washed with ethyl acetate. The filtrate was evaporated in vacuo, diluted with sodium hydrogen carbonate (sat, 50 ml) and extracted with ethyl acetate (2×40 ml). The extracts were washed with brine, dried (MgSO4) and...